This data is from the Open Reaction Database (ORD), a public repository of structured organic reaction records. The task is: describe an organic reaction: reactants, conditions, products, and yield Starting materials: Cl (hydrochloric acid), N(=[N+]=[N-])[C@@H]1C[C@@H]2N([C@@H](CN(C2)C(=O)OC(C)(C)C)C(C2=CC=CC=C2)C2=CC=CC=C2)C1 (tert-butyl (4R,7R,8aS)-7-azido-4-benzhydrylhexahydropyrrolo[1,2-a]pyrazine-2(1H)-carboxylate). Reagents/catalysts: [Pd] (Palladium-charcoal). The solvent is CO (methanol). Run at time 4 hour. Yields the product N[C@@H]1C[C@@H]2N([C@@H](CN(C2)C(=O)OC(C)(C)C)C(C2=CC=CC=C2)C2=CC=CC=C2)C1 (tert-butyl (4R,7R,8aS)-7-amino-4-benzhydrylhexahydropyrrolo[1,2-a]pyrazine-2(1H)-carboxylate). Isolated yield 102.7%. RXN SMILES: Cl.[N:2]([C@H:5]1[CH2:33][N:8]2[C@H:9]([CH:20]([C:27]3[CH:32]=[CH:31][CH:30]=[CH:29][CH:28]=3)[C:21]3[CH:26]=[CH:25][CH:24]=[CH:23][CH:22]=3)[CH2:10][N:11]([C:13]([O:15][C:16]([CH3:19])([CH3:18])[CH3:17])=[O:14])[CH2:12][C@@H:7]2[CH2:6]1)=[N+]=[N-]>CO.[Pd]>[NH2:2][C@H:5]1[CH2:33][N:8]2[C@H:9]([CH:20]([C:27]3[CH:32]=[CH:31][CH:30]=[CH:29][CH:28]=3)[C:21]3[CH:22]=[CH:23][CH:24]=[CH:25][CH:26]=3)[CH2:10][N:11]([C:13]([O:15][C:16]([CH3:18])([CH3:17])[CH3:19])=[O:14])[CH2:12][C@@H:7]2[CH2:6]1. Procedure details: 10% Palladium-charcoal (50% wet, 40 mg) and 0.1N hydrochloric acid (0.1 ml) were added into a solution of tert-butyl (4R,7R,8aS)-7-azido-4-benzhydrylhexahydropyrrolo[1,2-a]pyrazine-2(1H)-carboxylate (200 mg) in methanol (2.5 ml) at room temperature. The mixture was hydrogenated at room temperature under atmospheric pressure for 4 hours. The palladium was filtered and washed with methanol. The filtrate and washings were combined and concentrated in vacuo. The resulting residue was partitioned bet... The reactants are COC(=O)C1C(C=C(C)C=O)C1(C)C, CCOC(C)=O, CC(C)ON, Cl, c1ccncc1. The product is COC(=O)C1C(C=C(C)C=NOC(C)C)C1(C)C. As a reaction SMILES: [CH3:1][C:2]1([CH3:14])[CH:3]([C:10](=[O:11])[O:12][CH3:13])[CH:4]1[CH:5]=[C:6]([CH:7]=[O:8])[CH3:9].[CH3:27][CH2:28][O:29][C:30](=[O:31])[CH3:32].[CH:16]([CH3:17])([CH3:18])[O:19][NH2:20].[ClH:15].[cH:21]1[cH:22][cH:23][n:24][cH:25][cH:26]1>>[CH3:1][C:2]1([CH3:14])[CH:3]([C:10](=[O:11])[O:12][CH3:13])[CH:4]1[CH:5]=[C:6]([CH:7]=[N:20][O:19][CH:16]([CH3:17])[CH3:18])[CH3:9].